From a dataset of the Open Reaction Database (ORD), a public repository of structured organic reaction records. describe an organic reaction: reactants, conditions, products, and yield Reactants: ClC=1N=C(C2=C(N1)C1=C(O2)N=CC(=C1)CN(C)C)N1CCOCC1 ((2-Chloro-4-morpholin-4-yl-pyrido[3′,2′:4,5]furo[3,2-d]pyrimidin-8-ylmethyl)-dimethyl-amine), N1C=CC=2C(=CC=CC12)B(O)O (indole-4-boronic acid), dichloro-bis(triphenylphosphine)palladium, C(=O)([O-])[O-].[Na+].[Na+] (Na2CO3), O1CCOCC1 (dioxane), ( g ). Solvent: CCOC(=O)C (EtOAc), [Cl-].[Na+].O (brine), O (water). Run at temperature 88 celsius. The product is N1C=CC2=C(C=CC=C12)C=1N=C(C2=C(N1)C1=C(O2)N=CC(=C1)CN(C)C)N1CCOCC1 ([2-(1H-Indol-4-yl)-4-morpholin-4-yl-pyrido[3′,2′:4,5]furo[3,2-d]pyrimidin-8-ylmethyl]-dimethyl-amine). As a reaction SMILES: Cl[C:2]1[N:3]=[C:4]([N:19]2[CH2:24][CH2:23][O:22][CH2:21][CH2:20]2)[C:5]2[O:10][C:9]3[N:11]=[CH:12][C:13]([CH2:15][N:16]([CH3:18])[CH3:17])=[CH:14][C:8]=3[C:6]=2[N:7]=1.[NH:25]1[C:33]2[CH:32]=[CH:31][CH:30]=[C:29](B(O)O)[C:28]=2[CH:27]=[CH:26]1.C([O-])([O-])=O.[Na+].[Na+].O1CCOCC1>CCOC(C)=O.[Cl-].[Na+].O.O>[NH:25]1[C:33]2[C:28](=[C:29]([C:2]3[N:3]=[C:4]([N:19]4[CH2:24][CH2:23][O:22][CH2:21][CH2:20]4)[C:5]4[O:10][C:9]5[N:11]=[CH:12][C:13]([CH2:15][N:16]([CH3:18])[CH3:17])=[CH:14][C:8]=5[C:6]=4[N:7]=3)[CH:30]=[CH:31][CH:32]=2)[CH:27]=[CH:26]1 |f:2.3.4,7.8.9|. Reported procedure: To a sealed tube was added 9 (5 mg, 0.014 mmol), indole-4-boronic acid (5.8 mg, 0.036 mmol), dichloro-bis(triphenylphosphine)palladium (II) (2.0mg, 0.0029 mmol) and Na2CO3 (3.1 mg, 0.029 mmol) followed by dioxane (2 mL) and water (0.8 mL) under Ar(g). The lid was sealed and the tube was heated to 88° C. for 18 h whereupon it was cooled to rt and diluted with EtOAc (35 mL) and 50% saturated brine (5 mL). The organic layer was separated and the aqueous layer extracted with EtOAc (2×10 mL). The com...